Dataset: the Open Reaction Database (ORD), a public repository of structured organic reaction records. Task: describe an organic reaction: reactants, conditions, products, and yield The reactants are CCCCCCCCCCc1cc(CO)on1, CS(C)=O, O=C(Cl)C(=O)Cl, ClCCl. Product: CCCCCCCCCCc1cc(C=O)on1. RXN SMILES: [CH2:11]([CH2:12][CH2:13][CH2:14][CH2:15][CH2:16][CH2:17][CH2:18][CH2:19][CH3:20])[c:21]1[n:22][o:23][c:24]([CH2:26][OH:27])[cH:25]1.[CH3:7][S:8]([CH3:9])=[O:10].[Cl:1][C:2]([C:3]([Cl:4])=[O:5])=[O:6].[Cl:28][CH2:29][Cl:30]>>[CH2:11]([CH2:12][CH2:13][CH2:14][CH2:15][CH2:16][CH2:17][CH2:18][CH2:19][CH3:20])[c:21]1[n:22][o:23][c:24]([CH:26]=[O:27])[cH:25]1. Starting materials: CC(C)(C)OC(=O)NC1CCC(N)CC1, CC(=O)O[BH-](OC(C)=O)OC(C)=O, C=O, ClCCl, CC(C)=O, [Na+], [Na+], [OH-]. The product is CC(C)N(C)C1CCC(NC(=O)OC(C)(C)C)CC1. Reaction SMILES: [C:1]([CH3:2])([CH3:3])([CH3:4])[O:5][C:6]([NH:7][CH:8]1[CH2:9][CH2:10][CH:11]([NH2:14])[CH2:12][CH2:13]1)=[O:15].[C:20]([O:21][BH-:22]([O:23][C:24](=[O:25])[CH3:26])[O:27][C:28](=[O:29])[CH3:30])(=[O:31])[CH3:32].[CH2:36]=[O:37].[CH2:38]([Cl:39])[Cl:40].[CH3:16][C:17]([CH3:18])=[O:19].[Na+:33].[Na+:35].[OH-:34]>>[C:1]([CH3:2])([CH3:3])([CH3:4])[O:5][C:6]([NH:7][CH:8]1[CH2:9][CH2:10][CH:11]([N:14]([CH:17]([CH3:16])[CH3:18])[CH3:20])[CH2:12][CH2:13]1)=[O:15].